This data is from the Open Reaction Database (ORD), a public repository of structured organic reaction records. The task is: describe an organic reaction: reactants, conditions, products, and yield Starting materials: COc1cc2c(-c3cc4c(CO)ccnc4n3S(=O)(=O)c3ccc(C)cc3)cn(C)c2cc1OC, CS(=O)(=O)OS(C)(=O)=O, ClCCl, c1ccncc1. Yields the product COc1cc2c(-c3cc4c(COS(C)(=O)=O)ccnc4n3S(=O)(=O)c3ccc(C)cc3)cn(C)c2cc1OC. RXN SMILES: [CH3:16][O:17][c:18]1[cH:19][c:20]2[c:21](-[c:30]3[cH:31][c:32]4[c:33]([n:34][cH:35][cH:36][c:37]4[CH2:38][OH:39])[n:40]3[S:41](=[O:42])(=[O:43])[c:44]3[cH:45][cH:46][c:47]([CH3:50])[cH:48][cH:49]3)[cH:22][n:23]([CH3:29])[c:24]2[cH:25][c:26]1[O:27][CH3:28].[CH3:7][S:8](=[O:9])(=[O:10])[O:11][S:12](=[O:13])(=[O:14])[CH3:15].[Cl:51][CH2:52][Cl:53].[cH:1]1[cH:2][cH:3][n:4][cH:5][cH:6]1>>[O:11]([S:12](=[O:13])(=[O:14])[CH3:15])[CH2:38][c:37]1[c:32]2[cH:31][c:30](-[c:21]3[c:20]4[cH:19][c:18]([O:17][CH3:16])[c:26]([O:27][CH3:28])[cH:25][c:24]4[n:23]([CH3:29])[cH:22]3)[n:40]([S:41](=[O:42])(=[O:43])[c:44]3[cH:45][cH:46][c:47]([CH3:50])[cH:48][cH:49]3)[c:33]2[n:34][cH:35][cH:36]1. The reactants are N#CCSC(=N)N, CCOC(=O)C(=NOCCI)c1csc(NC(c2ccccc2)(c2ccccc2)c2ccccc2)n1, CN(C)C=O, Cl. Product: CCOC(=O)C(=NOCCSCC#N)c1csc(NC(c2ccccc2)(c2ccccc2)c2ccccc2)n1. As a reaction SMILES: [C:2](#[N:3])[CH2:4][S:5][C:6](=[NH:7])[NH2:8].[C:9]([c:10]1[cH:11][cH:12][cH:13][cH:14][cH:15]1)([c:16]1[cH:17][cH:18][cH:19][cH:20][cH:21]1)([c:22]1[cH:23][cH:24][cH:25][cH:26][cH:27]1)[NH:28][c:29]1[s:30][cH:31][c:32]([C:34]([C:35](=[O:36])[O:37][CH2:38][CH3:39])=[N:40][O:41][CH2:42][CH2:43][I:44])[n:33]1.[CH3:45][N:46]([CH3:47])[CH:48]=[O:49].[ClH:1]>>[C:2](#[N:3])[CH2:4][S:5][CH2:43][CH2:42][O:41][N:40]=[C:34]([c:32]1[cH:31][s:30][c:29]([NH:28][C:9]([c:10]2[cH:11][cH:12][cH:13][cH:14][cH:15]2)([c:16]2[cH:17][cH:18][cH:19][cH:20][cH:21]2)[c:22]2[cH:23][cH:24][cH:25][cH:26][cH:27]2)[n:33]1)[C:35](=[O:36])[O:37][CH2:38][CH3:39]. Starting materials: COC1=C(C(=O)NC2=C(C(=O)OC)C=CC(=C2)NC(C2=C(C=CC=C2)OC)=O)C=CC=C1 (methyl 2,4-bis(2'-methoxybenzamido)-benzoate), O (water), ice water, O1CCOCC1 (dioxane), [OH-].[K+] (potassium hydroxide). The solvent is C(C)(=O)O (acetic acid). Reaction conditions: time 25 hour. Yields the product COC1=C(C(=O)NC2=C(C(=O)O)C=CC(=C2)NC(C2=C(C=CC=C2)OC)=O)C=CC=C1 (2,4-bis(2'-methoxybenzamido)-benzoic acid). The yield is 74.4%. RXN SMILES: [CH3:1][O:2][C:3]1[CH:32]=[CH:31][CH:30]=[CH:29][C:4]=1[C:5]([NH:7][C:8]1[CH:17]=[C:16]([NH:18][C:19](=[O:28])[C:20]2[CH:25]=[CH:24][CH:23]=[CH:22][C:21]=2[O:26][CH3:27])[CH:15]=[CH:14][C:9]=1[C:10]([O:12]C)=[O:11])=[O:6].O1CCOCC1.[OH-].[K+].O>C(O)(=O)C>[CH3:1][O:2][C:3]1[CH:32]=[CH:31][CH:30]=[CH:29][C:4]=1[C:5]([NH:7][C:8]1[CH:17]=[C:16]([NH:18][C:19](=[O:28])[C:20]2[CH:25]=[CH:24][CH:23]=[CH:22][C:21]=2[O:26][CH3:27])[CH:15]=[CH:14][C:9]=1[C:10]([OH:12])=[O:11])=[O:6] |f:2.3|. Procedure details: 5 g of methyl 2,4-bis(2'-methoxybenzamido)-benzoate obtained in Example 9 was admixed with 250 ml of dioxane, 3 g of potassium hydroxide and 50 ml of water, followed by stirring the mixture at room temperature for 20 to 30 hours. The mixture was then poured into 1.5 l of ice-water containing 20 ml of acetic acid to precipitate crystals. The crystals were recovered by filtration, washed with water and recrystallized from ethanol-water to yield 3.6 g of 2,4-bis(2'-methoxybenzamido)-benzoic acid ha... Starting materials: CC1=C(C(=O)C2=C(C1=O)N3C[C@H]4[C@@H]([C@@]3([C@@H]2COC(=O)N)OC)N4C)OC (N-methylmitomycin A), C(C#C)N (propargylamine). The solvent is CO (methanol). Yields the product C(N)(O)=O.OCC1C2(N(C=3C(C(=C(C(C13)=O)NCC#C)C)=O)CC1C2N1C)OC (1,1a,2,8,8a,8b-Hexahydro-8-(hydroxymethyl)-8a-methoxy-1,5-dimethyl-6-propargylamino-azirino[2',3':3,4]pyrrolo-[1,2-a]indole-4,7-dione carbamate). Yield: 95.6%. Reaction SMILES: [CH3:1][C:2]1[C:8](=[O:9])[C:7]2[N:10]3[C@@:14]([O:21][CH3:22])([C@H:15]([CH2:16][O:17][C:18]([NH2:20])=[O:19])[C:6]=2[C:4](=[O:5])[C:3]=1OC)[C@H:13]1[N:23]([CH3:24])[C@H:12]1[CH2:11]3.[CH2:27]([NH2:30])[C:28]#[CH:29]>CO>[C:18](=[O:17])([OH:19])[NH2:20].[OH:17][CH2:16][CH:15]1[C:6]2[C:4](=[O:5])[C:3]([NH:30][CH2:27][C:28]#[CH:29])=[C:2]([CH3:1])[C:8](=[O:9])[C:7]=2[N:10]2[CH2:11][CH:12]3[N:23]([CH3:24])[CH:13]3[C:14]12[O:21][CH3:22] |f:3.4|. Procedure details: A solution of 107 mg (0.27 mmol) of N-methylmitomycin A in 10 ml of anhydrous methanol was stirred with 85 mg (1.5 mmol) of propargylamine for 3 hours, whereupon TLC indicated no remaining starting material. The solvent was removed by evaporation under reduced pressure and the residue was chromatographed using silica-gel as adsorbent. The fraction obtained by eluting the column with ethyl acetate was evaporated under reduced pressure. Recrystallization from a mixture of methylene chloride and he...